Dataset: the Open Reaction Database (ORD), a public repository of structured organic reaction records. Task: describe an organic reaction: reactants, conditions, products, and yield As a reaction SMILES: [CH2:1]([CH3:2])[O:3][C:4](=[O:5])[N:6]1[CH2:7][CH2:8][N:9]([C:12]([CH:13]([CH2:14][CH2:15][C:16](=[O:17])[O:18][C:19]([CH3:20])([CH3:21])[CH3:22])[NH:23][C:24](=[O:25])[c:26]2[n:27][c:28](-[c:33]3[cH:34][cH:35][cH:36][cH:37][cH:38]3)[n:29][c:30]([Cl:32])[cH:31]2)=[O:39])[CH2:10][CH2:11]1.[CH:40]1([B:43]([OH:44])[OH:45])[CH2:41][CH2:42]1>>[CH2:1]([CH3:2])[O:3][C:4](=[O:5])[N:6]1[CH2:7][CH2:8][N:9]([C:12]([CH:13]([CH2:14][CH2:15][C:16](=[O:17])[O:18][C:19]([CH3:20])([CH3:21])[CH3:22])[NH:23][C:24](=[O:25])[c:26]2[n:27][c:28](-[c:33]3[cH:34][cH:35][cH:36][cH:37][cH:38]3)[n:29][c:30]([CH:40]3[CH2:41][CH2:42]3)[cH:31]2)=[O:39])[CH2:10][CH2:11]1. Yields the product CCOC(=O)N1CCN(C(=O)C(CCC(=O)OC(C)(C)C)NC(=O)c2cc(C3CC3)nc(-c3ccccc3)n2)CC1. The reactants are CCOC(=O)N1CCN(C(=O)C(CCC(=O)OC(C)(C)C)NC(=O)c2cc(Cl)nc(-c3ccccc3)n2)CC1, OB(O)C1CC1. Reactants: OCCCCCCBr, O=C([O-])[O-], C1COCCN1, CCO, CCOC(C)=O, [K+], [K+]. The product is OCCCCCCN1CCOCC1. RXN SMILES: [Br:7][CH2:8][CH2:9][CH2:10][CH2:11][CH2:12][CH2:13][OH:14].[C:18](=[O:19])([O-:20])[O-:21].[CH2:1]1[CH2:2][O:3][CH2:4][CH2:5][NH:6]1.[CH3:15][CH2:16][OH:17].[CH3:24][CH2:25][O:26][C:27](=[O:28])[CH3:29].[K+:22].[K+:23]>>[CH2:1]1[CH2:2][O:3][CH2:4][CH2:5][N:6]1[CH2:8][CH2:9][CH2:10][CH2:11][CH2:12][CH2:13][OH:14]. Starting materials: C(#N)[BH3-].[Na+] (Sodium cyanoborohydride), N1CCCC2=CC(=CC=C12)C=1C(NC(NN1)=O)C (6-(1,2,3,4-tetrahydroquinolin-6-yl)-5-methyl-4,5-dihydro-1,2,4-triazin-3(2H)-one), C=O (formaldehyde), C(C)(=O)O (acetic acid). The solvent is CO (methanol). Conditions: time 0.5 hour. Yields the product CN1CCCC2=CC(=CC=C12)C=1C(NC(NN1)=O)C (6-(1-methyl-1,2,3,4-tetrahydroquinolin-6-yl)-5-methyl-4,5-dihydro-1,2,4-triazin-3(2H)-one). Yield: 84.5%. Reaction SMILES: [C:1]([BH3-])#N.[Na+].[NH:5]1[C:14]2[C:9](=[CH:10][C:11]([C:15]3[CH:16]([CH3:22])[NH:17][C:18](=[O:21])[NH:19][N:20]=3)=[CH:12][CH:13]=2)[CH2:8][CH2:7][CH2:6]1.C=O.C(O)(=O)C>CO>[CH3:1][N:5]1[C:14]2[C:9](=[CH:10][C:11]([C:15]3[CH:16]([CH3:22])[NH:17][C:18](=[O:21])[NH:19][N:20]=3)=[CH:12][CH:13]=2)[CH2:8][CH2:7][CH2:6]1 |f:0.1|. Procedure details: Sodium cyanoborohydride (0.19 g) was added portionwise to a suspension of 6-(1,2,3,4-tetrahydroquinolin-6-yl)-5-methyl-4,5-dihydro-1,2,4-triazin-3(2H)-one (0.74 g), 36% aqueous formaldehyde (0.34 ml), acetic acid (1 ml) and methanol (3 ml) at room temperature. After stirring for 0.5 hours at the same temperature, the resultant precipitates were collected by filtration, washed with methanol, dried, and recrystallized from 70% aqueous ethanol to give 0.66 g of 6-(1-methyl-1,2,3,4-tetrahydroquinoli... Starting materials: FC=1C=C(CNC2=C(C=CC(=C2)OC)C2CC3=CC=C(C=C3CC2)OC)C=CC1OCCN1CCCCC1 ([3-fluoro-4-(2-piperidin-1-ylethoxy)benzyl][5-methoxy-2-(6-methoxy-1,2,3,4-tetrahydronaphthalen-2-yl)phenyl]amine), COCC(=O)Cl (methoxyacetyl chloride). Yields the product FC=1C=C(CN(C2=C(C=CC(=C2)OC)C2CC3=CC=C(C=C3CC2)OC)CCOC)C=CC1OCCN1CCCCC1 ([3-Fluoro-4-(2-piperidin-1-ylethoxy)benzyl](2-methoxyethyl)[5-methoxy-2-(6-methoxy-1,2,3,4-tetrahydronaphthalen-2-yl)phenyl]amine). As a reaction SMILES: [F:1][C:2]1[CH:3]=[C:4]([CH:27]=[CH:28][C:29]=1[O:30][CH2:31][CH2:32][N:33]1[CH2:38][CH2:37][CH2:36][CH2:35][CH2:34]1)[CH2:5][NH:6][C:7]1[CH:12]=[C:11]([O:13][CH3:14])[CH:10]=[CH:9][C:8]=1[CH:15]1[CH2:24][CH2:23][C:22]2[C:17](=[CH:18][CH:19]=[C:20]([O:25][CH3:26])[CH:21]=2)[CH2:16]1.[CH3:39][O:40][CH2:41][C:42](Cl)=O>>[F:1][C:2]1[CH:3]=[C:4]([CH:27]=[CH:28][C:29]=1[O:30][CH2:31][CH2:32][N:33]1[CH2:38][CH2:37][CH2:36][CH2:35][CH2:34]1)[CH2:5][N:6]([CH2:42][CH2:41][O:40][CH3:39])[C:7]1[CH:12]=[C:11]([O:13][CH3:14])[CH:10]=[CH:9][C:8]=1[CH:15]1[CH2:24][CH2:23][C:22]2[C:17](=[CH:18][CH:19]=[C:20]([O:25][CH3:26])[CH:21]=2)[CH2:16]1. Reported procedure: Synthesized from [3-fluoro-4-(2-piperidin-1-ylethoxy)benzyl][5-methoxy-2-(6-methoxy-1,2,3,4-tetrahydronaphthalen-2-yl)phenyl]amine (450 mg) and methoxyacetyl chloride (0.48 ml) according to an analogous synthetic method to Example 152, the title compound (400 mg) was obtained. Starting materials: CC(=O)O, Cc1oc(-c2ccccc2Cl)nc1CCOc1ccc([N+](=O)[O-])cc1, [Fe], O. The product is Cc1oc(-c2ccccc2Cl)nc1CCOc1ccc(N)cc1. Reaction SMILES: [CH3:26][C:27](=[O:28])[OH:29].[Cl:1][c:2]1[c:3](-[c:8]2[o:9][c:10]([CH3:25])[c:11]([CH2:13][CH2:14][O:15][c:16]3[cH:17][cH:18][c:19]([N+:22]([O-:23])=[O:24])[cH:20][cH:21]3)[n:12]2)[cH:4][cH:5][cH:6][cH:7]1.[Fe:30].[OH2:31]>>[Cl:1][c:2]1[c:3](-[c:8]2[o:9][c:10]([CH3:25])[c:11]([CH2:13][CH2:14][O:15][c:16]3[cH:17][cH:18][c:19]([NH2:22])[cH:20][cH:21]3)[n:12]2)[cH:4][cH:5][cH:6][cH:7]1. Reactants: CCc1cc(C(=O)NC2CCN(C(=O)OC(C)(C)C)CC2)ccc1Nc1ncc2c(n1)N(C1CCCC1)CC(F)(F)C(=O)N2C, ClCCl, O=C(O)C(F)(F)F. Product: CCc1cc(C(=O)NC2CCNCC2)ccc1Nc1ncc2c(n1)N(C1CCCC1)CC(F)(F)C(=O)N2C. RXN SMILES: [C:1]([O:2][C:3](=[O:4])[N:8]1[CH2:9][CH2:10][CH:11]([NH:14][C:15]([c:16]2[cH:17][c:18]([CH2:43][CH3:44])[c:19]([NH:22][c:23]3[n:24][cH:25][c:26]4[c:27]([n:42]3)[N:28]([CH:37]3[CH2:38][CH2:39][CH2:40][CH2:41]3)[CH2:29][C:30]([F:35])([F:36])[C:31](=[O:34])[N:32]4[CH3:33])[cH:20][cH:21]2)=[O:45])[CH2:12][CH2:13]1)([CH3:5])([CH3:6])[CH3:7].[Cl:53][CH2:54][Cl:55].[OH:46][C:47]([C:48]([F:49])([F:50])[F:51])=[O:52]>>[NH:8]1[CH2:9][CH2:10][CH:11]([NH:14][C:15]([c:16]2[cH:17][c:18]([CH2:43][CH3:44])[c:19]([NH:22][c:23]3[n:24][cH:25][c:26]4[c:27]([n:42]3)[N:28]([CH:37]3[CH2:38][CH2:39][CH2:40][CH2:41]3)[CH2:29][C:30]([F:35])([F:36])[C:31](=[O:34])[N:32]4[CH3:33])[cH:20][cH:21]2)=[O:45])[CH2:12][CH2:13]1. The reactants are C1(CCCCC1)N=C=NC1CCCCC1 (dicyclohexyl carbodiimide), L-N-Boc-NG -nitroarginine, N-B-hydroxyethyl morpholine, CN(C=O)C (dimethyl formamide), CN(C)C1=NC=CC=C1 (dimethylaminopyridine). Yields the product C1(CCCCC1)NC(NC1CCCCC1)=O (dicyclohexyl urea). Reaction conditions: temperature 0 celsius, time 10 minute. As a reaction SMILES: CN(C1C=CC=CN=1)C.[CH:10]1([N:16]=[C:17]=[N:18][CH:19]2[CH2:24][CH2:23][CH2:22][CH2:21][CH2:20]2)[CH2:15][CH2:14][CH2:13][CH2:12][CH2:11]1.CN(C)C=[O:28]>>[CH:19]1([NH:18][C:17](=[O:28])[NH:16][CH:10]2[CH2:11][CH2:12][CH2:13][CH2:14][CH2:15]2)[CH2:24][CH2:23][CH2:22][CH2:21][CH2:20]1. Procedure: An equimolecular mixture (10-2M) of L-N-Boc-NG -nitroarginine and N-B-hydroxyethyl morpholine is dissolved in 30 ml of anhydrous dimethyl formamide (DMF), then 3×10-3M of dimethylaminopyridine (DMAP) is added. The solution is cooled to 0 degrees C. and 10-2M of dicyclohexyl carbodiimide (DDC) is added. It is stirred at 0 degrees C. for 10 minutes, then the stirring is continued at room temperature for 24 hours. The precipitate of dicyclohexyl urea formed is filtered and the solvent eliminated. T... Starting materials: C(C)(C)(C)OC(=O)NC=1SC=C(N1)C(=O)OCC (ethyl 2-(tert-butoxycarbonyl)amino-1,3-thiazole-4-carboxylate), O.[OH-].[Li+] (lithium hydroxide monohydrate), O1CCOCC1 (1,4-dioxane). The solvent is O (water), O (water). Reaction conditions: time 6 hour. The product is C(C)(C)(C)OC(=O)NC=1SC=C(N1)C(=O)O (2-(tert-butoxycarbonyl)amino-1,3-thiazole-4-carboxylic acid). The yield is 91.4%. RXN SMILES: [C:1]([O:5][C:6]([NH:8][C:9]1[S:10][CH:11]=[C:12]([C:14]([O:16]CC)=[O:15])[N:13]=1)=[O:7])([CH3:4])([CH3:3])[CH3:2].O.[OH-].[Li+].O1CCOCC1>O>[C:1]([O:5][C:6]([NH:8][C:9]1[S:10][CH:11]=[C:12]([C:14]([OH:16])=[O:15])[N:13]=1)=[O:7])([CH3:4])([CH3:2])[CH3:3] |f:1.2.3|. Reported procedure: A mixture of 1.00 g of ethyl 2-(tert-butoxycarbonyl)amino-1,3-thiazole-4-carboxylate, 0.46 g of lithium hydroxide monohydrate, 10 mL of water and 10 mL of 1,4-dioxane was stirred at room temperature for 6 hrs. After the reaction mixture was diluted with water, it was washed with ethyl acetate. The separated aqueous phase was acidified with an aqueous 2N-hydrochloric acid solution and the precipitated crude product was washed with water and dried to obtain 0.82 g of the aimed 2-(tert-butoxycarbon...